Dataset: the Open Reaction Database (ORD), a public repository of structured organic reaction records. Task: describe an organic reaction: reactants, conditions, products, and yield The reactants are Cl.Cl.C(#C)C=1C=C(C=CC1)C(CC1(CCCCC1)O)N1CCNCC1 (1-(3-ethynylphenyl-2-piperazin-1-ylethyl]cyclohexanol dihydrochloride), C(#C)C=1C=C(C=CC1)C(CN1CCN(CC1)C(=O)OC(C)(C)C)C1(CCCCC1)O (tert-butyl 4-[2-(3-ethynylphenyl)-2-(1-hydroxycyclohexyl)ethyl]piperazine-1-carboxylate). The product is Cl.Cl.C(#C)C=1C=C(C=CC1)C(CN1CCNCC1)C1(CCCCC1)O (1-[1-(3-ethynylphenyl)-2-piperazin-1-ylethyl]cyclohexanol dihydrochloride). RXN SMILES: [ClH:1].Cl.C(C1C=C(C(N2CCNCC2)CC2(O)CCCCC2)C=CC=1)#C.[C:26]([C:28]1[CH:29]=[C:30]([CH:34]([C:49]2([OH:55])[CH2:54][CH2:53][CH2:52][CH2:51][CH2:50]2)[CH2:35][N:36]2[CH2:41][CH2:40][N:39](C(OC(C)(C)C)=O)[CH2:38][CH2:37]2)[CH:31]=[CH:32][CH:33]=1)#[CH:27]>>[ClH:1].[ClH:1].[C:26]([C:28]1[CH:29]=[C:30]([CH:34]([C:49]2([OH:55])[CH2:50][CH2:51][CH2:52][CH2:53][CH2:54]2)[CH2:35][N:36]2[CH2:41][CH2:40][NH:39][CH2:38][CH2:37]2)[CH:31]=[CH:32][CH:33]=1)#[CH:27] |f:0.1.2,4.5.6|. Procedure: In an analogous manner to Example 135, step 4, 1-[1-(3-ethynylphenyl-2-piperazin-1-ylethyl]cyclohexanol dihydrochloride was prepared from tert-butyl 4-[2-(3-ethynylphenyl)-2-(1-hydroxycyclohexyl)ethyl]piperazine-1-carboxylate. MS (ESI) m/z 313 ([M+H]+); HRMS: calcd for C20H28N2O+H, 313.2280; found (ESI, [M+H]+), 313.2280. Starting materials: CC=1C(=CC=2C(CCC(C2C1)(C)C)(C)C)C(C)O (1-(3,5,5,8,8-pentamethyl-5,6,7,8-tetrahydronaphthalen-2-yl)-ethanol), C1(=CC=CC=C1)P(C1=CC=CC=C1)C1=CC=CC=C1 (triphenylphosphine), N(=NC(=O)OCC)C(=O)OCC (diethyl azodicarboxylate), COC([C@H](CC1=CC=C(C=C1)O)NC1=C(C=CC=C1)C(C1=CC=CC=C1)=O)=O ((2S)-2-((2-benzoylphenyl)amino)-3-(4-hydroxyphenyl)-propionic acid methyl ester). Run in C1CCOC1 (THF). Product: COC([C@H](CC1=CC=C(C=C1)OC(C)C1=CC=2C(CCC(C2C=C1C)(C)C)(C)C)NC1=C(C=CC=C1)C(C1=CC=CC=C1)=O)=O ((2S)-2-(2-Benzoylphenylamino)-3-(4-(1 -(3,5,5,8,8-pentamethyl-5,6,7,8-tetrahydro-naphtalen-2-yl)-ethoxy)-phenyl)-propionic acid methyl ester). RXN SMILES: [CH3:1][C:2]1[C:3]([CH:16]([OH:18])[CH3:17])=[CH:4][C:5]2[C:6]([CH3:15])([CH3:14])[CH2:7][CH2:8][C:9]([CH3:13])([CH3:12])[C:10]=2[CH:11]=1.C1(P(C2C=CC=CC=2)C2C=CC=CC=2)C=CC=CC=1.N(C(OCC)=O)=NC(OCC)=O.[CH3:50][O:51][C:52](=[O:77])[C@@H:53]([NH:62][C:63]1[CH:68]=[CH:67][CH:66]=[CH:65][C:64]=1[C:69](=[O:76])[C:70]1[CH:75]=[CH:74][CH:73]=[CH:72][CH:71]=1)[CH2:54][C:55]1[CH:60]=[CH:59][C:58](O)=[CH:57][CH:56]=1>C1COCC1>[CH3:50][O:51][C:52](=[O:77])[C@@H:53]([NH:62][C:63]1[CH:68]=[CH:67][CH:66]=[CH:65][C:64]=1[C:69](=[O:76])[C:70]1[CH:75]=[CH:74][CH:73]=[CH:72][CH:71]=1)[CH2:54][C:55]1[CH:56]=[CH:57][C:58]([O:18][CH:16]([C:3]2[C:2]([CH3:1])=[CH:11][C:10]3[C:9]([CH3:13])([CH3:12])[CH2:8][CH2:7][C:6]([CH3:15])([CH3:14])[C:5]=3[CH:4]=2)[CH3:17])=[CH:59][CH:60]=1. Reported procedure: A solution of 1-(3,5,5,8,8-pentamethyl-5,6,7,8-tetrahydronaphthalen-2-yl)-ethanol (184 mg; 0.75 mmol), triphenylphosphine (268 mg; 1.0 mmol), diethyl azodicarboxylate (0.161 ml; 1.0 mmol) and (2S)-2-((2-benzoylphenyl)amino)-3-(4-hydroxyphenyl)-propionic acid methyl ester (190 mg; 0.5 mmol) in THF (10 ml) was stirred at 0° C. for 1.5 hours and for 16 hours at room temperature. The reaction mixture was evaporated and the residue was purified on column chromatography using methylene chloride as elu... The reactants are Cl (HCl), NC1=C(C=C(C=C1)I)C(C)=O (1-(2-amino-5-iodophenyl)ethanone), N(=O)[O-].[Na+] (NaNO2). The solvent is O1CCCC1 (tetrahydrofuran). Run at temperature 0 celsius, time 1 hour. Yields the product IC=1C=C2C(=CN=NC2=CC1)O (6-iodocinnolin-4-ol). Reaction SMILES: [NH2:1][C:2]1[CH:7]=[CH:6][C:5]([I:8])=[CH:4][C:3]=1[C:9](=[O:11])[CH3:10].Cl.[N:13]([O-])=O.[Na+]>O1CCCC1>[I:8][C:5]1[CH:4]=[C:3]2[C:2](=[CH:7][CH:6]=1)[N:1]=[N:13][CH:10]=[C:9]2[OH:11] |f:2.3|. Procedure: Into a 250 mL round-bottom flask, was placed a solution of 1-(2-amino-5-iodophenyl)ethanone (as prepared in the previous step, 6.5 g, 24.90 mmol, 1.00 equiv) in tetrahydrofuran (150 mL) and 1N HCl (49 mL, 2.00 equiv) and NaNO2 (2.3 g, 27.06 mmol, 1.10 equiv). The reaction mixture was stirred for 1 h at 0° C., and then was heated to reflux for 2 h. after cooled to room temperature, the solid were collected by filtration and washed with ice water. The title compound was obtained as a brown solid.